This data is from the Open Reaction Database (ORD), a public repository of structured organic reaction records. The task is: describe an organic reaction: reactants, conditions, products, and yield Starting materials: CP(OCC)(=O)C(C)OC1=C(C=CC(=C1)OC1=C(C=C(C=C1)C(F)(F)F)Cl)[N+](=O)[O-] (ethyl P-methyl-α-[2-nitro-5-(2-chloro-4-trifluoromethylphenoxy)phenoxy]ethylphosphinate), [OH-].[K+] (potassium hydroxide). The solvent is C(C)O (ethanol), O (water). Conditions: time 4 hour. Yields the product CP(O)(=O)C(C)OC1=C(C=CC(=C1)OC1=C(C=C(C=C1)C(F)(F)F)Cl)[N+](=O)[O-] (P-methyl-α-[2-nitro-5-(2-chloro-4-trifluoromethylphenoxy)phenoxy]-ethylphosphinic acid). RXN SMILES: [CH3:1][P:2]([CH:7]([O:9][C:10]1[CH:15]=[C:14]([O:16][C:17]2[CH:22]=[CH:21][C:20]([C:23]([F:26])([F:25])[F:24])=[CH:19][C:18]=2[Cl:27])[CH:13]=[CH:12][C:11]=1[N+:28]([O-:30])=[O:29])[CH3:8])(=[O:6])[O:3]CC.[OH-].[K+]>C(O)C.O>[CH3:1][P:2]([CH:7]([O:9][C:10]1[CH:15]=[C:14]([O:16][C:17]2[CH:22]=[CH:21][C:20]([C:23]([F:25])([F:24])[F:26])=[CH:19][C:18]=2[Cl:27])[CH:13]=[CH:12][C:11]=1[N+:28]([O-:30])=[O:29])[CH3:8])(=[O:3])[OH:6] |f:1.2|. Reported procedure: To ethyl P-methyl-α-[2-nitro-5-(2-chloro-4-trifluoromethylphenoxy)phenoxy]ethylphosphinate (1.1 g) in ethanol (10 ml) is added potassium hydroxide (0.5 g) in water (15 ml). The mixture is stirred at RT for 4 hours. The ethanol is removed, and the aqueous solution is acidified and extracted with ether. The combined extracts are dried and evaporated to dryness to give P-methyl-α-[2-nitro-5-(2-chloro-4-trifluoromethylphenoxy)phenoxy]-ethylphosphinic acid. Reactants: C(C1=CC=CC=C1)OC(C1=C(C(=CC(=C1)OCC1=CC=CC=C1)N)N)=O (2,3-diamino-5-benzyloxy-benzoic acid benzyl ester), COC(=O)C1=CC=CC=2NC(=NC21)N (2-amino-1H-benzoimidazole-4-carboxylic acid methyl ester), BrC#N (BrCN). Solvent: CO (methanol). The product is C(C1=CC=CC=C1)OC(=O)C1=CC(=CC=2NC(=NC21)N)OCC2=CC=CC=C2 (2-amino-6-benzyloxy-1H-benzoimidazole-4-carboxylic acid benzyl ester). RXN SMILES: [CH2:1]([O:8][C:9](=[O:26])[C:10]1[CH:15]=[C:14]([O:16][CH2:17][C:18]2[CH:23]=[CH:22][CH:21]=[CH:20][CH:19]=2)[CH:13]=[C:12]([NH2:24])[C:11]=1[NH2:25])[C:2]1[CH:7]=[CH:6][CH:5]=[CH:4][CH:3]=1.COC(C1C2N=C(N)[NH:36][C:35]=2C=CC=1)=O.BrC#N>CO>[CH2:1]([O:8][C:9]([C:10]1[C:11]2[N:25]=[C:35]([NH2:36])[NH:24][C:12]=2[CH:13]=[C:14]([O:16][CH2:17][C:18]2[CH:23]=[CH:22][CH:21]=[CH:20][CH:19]=2)[CH:15]=1)=[O:26])[C:2]1[CH:3]=[CH:4][CH:5]=[CH:6][CH:7]=1. Procedure: 2.5 g (7.2 mmol) of 2,3-diamino-5-benzyloxy-benzoic acid benzyl ester was subjected to a similar cyclization condition as illustrated in intermediate A by using 2.3 g (21.6 mmol) of BrCN in methanol to produce 2-amino-6-benzyloxy-1H-benzoimidazole-4-carboxylic acid benzyl ester. LCMS: 375 (M+1)+. The reactants are C(C)/C(=C\CCC(CC)(O)CC)/C1=CC(=CS1)COC=1C=C(C(C(=O)OC)=CC1)C(=O)OC (dimethyl 4-[5-((E)-1,5-diethyl-5-hydroxyhept-1-enyl)-3-thienylmethoxy]phthalate), [H-].[Al+3].[Li+].[H-].[H-].[H-] (lithium aluminium hydride), O (water), [OH-].[Na+] (sodium hydroxide), O (water). Solvent: C(C)OCC (ethyl ether). Run at time 15 minute. The product is OCC=1C=C(OCC=2C=C(SC2)/C(=C/CCC(CC)(O)CC)/CC)C=CC1CO ((E)-7-[4-(3,4-bis-Hydroxymethyl-phenoxymethyl)2-thienyl]-3-ethylnon-6-en-3-ol). RXN SMILES: [CH2:1](/[C:3](/[C:13]1[S:17][CH:16]=[C:15]([CH2:18][O:19][C:20]2[CH:21]=[C:22]([C:30](OC)=[O:31])[C:23](=[CH:28][CH:29]=2)[C:24](OC)=[O:25])[CH:14]=1)=[CH:4]\[CH2:5][CH2:6][C:7]([CH2:11][CH3:12])([OH:10])[CH2:8][CH3:9])[CH3:2].[H-].[Al+3].[Li+].[H-].[H-].[H-].O.[OH-].[Na+]>C(OCC)C>[OH:31][CH2:30][C:22]1[CH:21]=[C:20]([CH:29]=[CH:28][C:23]=1[CH2:24][OH:25])[O:19][CH2:18][C:15]1[CH:14]=[C:13](/[C:3](/[CH2:1][CH3:2])=[CH:4]/[CH2:5][CH2:6][C:7]([CH2:11][CH3:12])([OH:10])[CH2:8][CH3:9])[S:17][CH:16]=1 |f:1.2.3.4.5.6,8.9|. Procedure: 480 mg (1.1 mmol) of dimethyl 4-[5-((E)-1,5-diethyl-5-hydroxyhept-1-enyl)-3-thienylmethoxy]phthalate are dissolved in 10 mL of ethyl ether. This solution is added to a suspension of 130 mg (3.4 mmol) of lithium aluminium hydride and the reaction medium is stirred for 15 minutes. The reaction medium is then treated by successive addition of 130 μL of water, 130 μL of 15% sodium hydroxide and 400 μL of water. After filtration and chromatography on silica gel (eluent: 2 heptane/8 ethyl acetate), th... The reactants are C(C=C)(=O)OCCOC(C=C)=O (ethylene diacrylate), C1(\C=C/C(=O)O1)=O (maleic anhydride), C1(\C=C/C(=O)O1)=O (maleic anhydride), C=C (ethylene). Yields the product C=C.C(C=C)(=O)OCC.C(C=C)(=O)OCCOC(C=C)=O.C1(\C=C/C(=O)O1)=O (Ethylene/Ethyl Acrylate Ethylene Diacrylate Maleic Anhydride). RXN SMILES: [C:1]([O:5][CH2:6][CH2:7][O:8][C:9](=[O:12])[CH:10]=[CH2:11])(=[O:4])[CH:2]=[CH2:3].[C:13]1(=[O:19])[O:18][C:16](=[O:17])[CH:15]=[CH:14]1.C=C>>[CH2:1]=[CH2:2].[C:1]([O:5][CH2:6][CH3:7])(=[O:4])[CH:2]=[CH2:3].[C:1]([O:5][CH2:6][CH2:7][O:8][C:9](=[O:12])[CH:10]=[CH2:11])(=[O:4])[CH:2]=[CH2:3].[C:16]1(=[O:17])[O:18][C:13](=[O:19])[CH:14]=[CH:15]1 |f:3.4.5.6|. Procedure: The procedure of D(1) above was repeated except that 0.75 gram of ethylene diacrylate was used in place of the allyl acrylate, and the amount of maleic anhydride was increased to 30 grams. Yield: 417 grams. The branched tetrapolymer had about 50 mole percent of ethylene units, the units being arranged -(E)-(B')-, as in D(2). The weight percent of maleic anhydride was 3.9.